From a dataset of the Open Reaction Database (ORD), a public repository of structured organic reaction records. describe an organic reaction: reactants, conditions, products, and yield The reactants are [Al+3], O=C(Cl)CCCOc1ccc(Br)cc1, [Cl-], [Cl-], [Cl-], ClCCl. The product is O=C1CCCOc2ccc(Br)cc21. Reaction SMILES: [Al+3:16].[Br:1][c:2]1[cH:3][cH:4][c:5]([O:6][CH2:7][CH2:8][CH2:9][C:10](=[O:11])[Cl:12])[cH:13][cH:14]1.[Cl-:15].[Cl-:17].[Cl-:18].[Cl:19][CH2:20][Cl:21]>>[Br:1][c:2]1[cH:3][c:4]2[c:5]([cH:13][cH:14]1)[O:6][CH2:7][CH2:8][CH2:9][C:10]2=[O:11].